From a dataset of the Open Reaction Database (ORD), a public repository of structured organic reaction records. describe an organic reaction: reactants, conditions, products, and yield Reactants: C1=CC(=CC(=C1)Cl)C(=O)OO (m-CPBA), N[C@@H](C(=O)N1CCN(CC1)C=1C2=C(N=CN1)CSC2)CC2=CC=C(C=C2)Cl ((R)-2-amino-3-(4-chlorophenyl)-1-(4-(5,7-dihydrothieno[3,4-d]pyrimidin-4-yl)piperazin-1-yl)propan-1-one). Run in C(Cl)Cl (DCM), CO (MeOH). Run at time 2 hour. Yields the product N[C@@H](C(=O)N1CCN(CC1)C=1C2=C(N=CN1)CS(C2)=O)CC2=CC=C(C=C2)Cl ((R)-2-amino-3-(4-chlorophenyl)-1-(4-(6-oxido-5,7-dihydrothieno[3,4-d]pyrimidin-4-yl)piperazin-1-yl)propan-1-one). Isolated yield 16.7%. Reaction SMILES: C1C=C(Cl)C=C(C(OO)=[O:9])C=1.[NH2:12][C@H:13]([CH2:31][C:32]1[CH:37]=[CH:36][C:35]([Cl:38])=[CH:34][CH:33]=1)[C:14]([N:16]1[CH2:21][CH2:20][N:19]([C:22]2[C:23]3[CH2:30][S:29][CH2:28][C:24]=3[N:25]=[CH:26][N:27]=2)[CH2:18][CH2:17]1)=[O:15]>C(Cl)Cl.CO>[NH2:12][C@H:13]([CH2:31][C:32]1[CH:37]=[CH:36][C:35]([Cl:38])=[CH:34][CH:33]=1)[C:14]([N:16]1[CH2:21][CH2:20][N:19]([C:22]2[C:23]3[CH2:30][S:29](=[O:9])[CH2:28][C:24]=3[N:25]=[CH:26][N:27]=2)[CH2:18][CH2:17]1)=[O:15]. Reported procedure: m-CPBA (77%, 67 mg, 0.30 mmol) was added to a solution of (R)-2-amino-3-(4-chlorophenyl)-1-(4-(5,7-dihydrothieno[3,4-d]pyrimidin-4-yl)piperazin-1-yl)propan-1-one (120 mg, 0.30 mmol) in DCM (10 mL) and MeOH (1 mL). The mixture was stirred at room temperature for 2 hours. The solvent was removed, and the residue was subject to column chromatography, eluted by DCM/MeOH (4:1-1:1) to afford (R)-2-amino-3-(4-chlorophenyl)-1-(4-(6-oxido-5,7-dihydrothieno[3,4-d]pyrimidin-4-yl)piperazin-1-yl)propan-1-one... Reactants: ice, ClC=1C=C(C(=O)Cl)C=C(C1)Cl (3,5-dichlorobenzoyl chloride), C(C)(=O)OCC (Ethyl acetate), C(C1=CC=CC=C1)N1C[C@H](NCC1)CC1=CNC2=CC=CC=C12 ((3R)-1-benzyl-3-(1H-indol-3-yl-methyl)piperazine), C([O-])([O-])=O.[K+].[K+] (potassium carbonate). The solvent is O (water), CN(C=O)C (dimethylformamide). Procedure details: To an ice-cooled mixture of (3R)-1-benzyl-3-(1H-indol-3-yl-methyl)piperazine (305 mg) and potassium carbonate (207 mg) in dimethylformamide (1 ml) was added 3,5-dichlorobenzoyl chloride (210 mg). The mixture was stirred at room temperature for 1 hour. Ethyl acetate and water were added. The organic layer was washed successively with aqueous sodium bicarbonate solution and brine and dried over magnesium sulfate. After evaporation of the solvent, the residue was dissolved in ethyl ether. After ins... Product: C(C1=CC=CC=C1)N1C[C@H](N(CC1)C(C1=CC(=CC(=C1)Cl)Cl)=O)CC1=CNC2=CC=CC=C12 ((2R)-4-benzyl-1-(3,5-dichlorobenzoyl)-2-(1H-indol-3-yl-methyl)piperazine). As a reaction SMILES: [CH2:1]([N:8]1[CH2:13][CH2:12][NH:11][C@H:10]([CH2:14][C:15]2[C:23]3[C:18](=[CH:19][CH:20]=[CH:21][CH:22]=3)[NH:17][CH:16]=2)[CH2:9]1)[C:2]1[CH:7]=[CH:6][CH:5]=[CH:4][CH:3]=1.C(=O)([O-])[O-].[K+].[K+].[Cl:30][C:31]1[CH:32]=[C:33]([CH:37]=[C:38]([Cl:40])[CH:39]=1)[C:34](Cl)=[O:35].C(OCC)(=O)C>CN(C)C=O.O>[CH2:1]([N:8]1[CH2:13][CH2:12][N:11]([C:34](=[O:35])[C:33]2[CH:32]=[C:31]([Cl:30])[CH:39]=[C:38]([Cl:40])[CH:37]=2)[C@H:10]([CH2:14][C:15]2[C:23]3[C:18](=[CH:19][CH:20]=[CH:21][CH:22]=3)[NH:17][CH:16]=2)[CH2:9]1)[C:2]1[CH:3]=[CH:4][CH:5]=[CH:6][CH:7]=1 |f:1.2.3|. Conditions: time 1 hour.